From a dataset of the Open Reaction Database (ORD), a public repository of structured organic reaction records. describe an organic reaction: reactants, conditions, products, and yield Reactants: Br, COCCn1c(C)c(C)sc1=N, O=C(Cl)c1ccccc1C(F)(F)F. The product is COCCn1c(C)c(C)sc1=NC(=O)c1ccccc1C(F)(F)F. Reaction SMILES: [BrH:1].[CH3:2][O:3][CH2:4][CH2:5][n:6]1[c:7](=[NH:13])[s:8][c:9]([CH3:12])[c:10]1[CH3:11].[F:14][C:15]([c:16]1[c:17]([C:18](=[O:19])[Cl:20])[cH:21][cH:22][cH:23][cH:24]1)([F:25])[F:26]>>[CH3:2][O:3][CH2:4][CH2:5][n:6]1[c:7](=[N:13][C:18]([c:17]2[c:16]([C:15]([F:14])([F:25])[F:26])[cH:24][cH:23][cH:22][cH:21]2)=[O:19])[s:8][c:9]([CH3:12])[c:10]1[CH3:11]. The reactants are C(C)(=O)OCC.CCCCCC (ethyl acetate hexane), C(C)(=O)OCC.CCCCCC (ethyl acetate hexane), CCCCC(=O)O[C@@]1([C@H](C[C@@H]2[C@@]1(C[C@@H]([C@]3([C@H]2CCC4=CC(=O)C=C[C@@]43C)F)O)C)C)C(=O)CO (betamethasone-17-valerate), C(=O)(OC(C)(C)C)N[C@@H](C(C)C)C(=O)O (Boc-valine). The reagents and catalysts are CN(C1=CC=NC=C1)C (4-dimethylaminopyridine). Solvent: ClCCl.O1CCOCC1 (dichloromethane dioxane). Product: O[C@@H]1[C@@]2([C@]3(C=CC(C=C3CC[C@H]2[C@@H]2C[C@@H]([C@](C(C(O)OC([C@H](C(C)C)NC(=O)OC(C)(C)C)=O)=O)([C@]2(C1)C)OC(CCCC)=O)C)=O)C)F ((2S)-2-((1,1-dimethylethoxycarbonyl)-amino)-3-methyl-butyric acid [11β,21-dihydroxy-3,20-dioxo-9-fluoro-16β-methyl-17-valeroyloxy-pregna -1,4-dien-21-yl] ester). The yield is 69.5%. RXN SMILES: [CH3:1][CH2:2][CH2:3][CH2:4][C:5]([O:7][C@@:8]1([C:31]([CH2:33][OH:34])=[O:32])[C@@:12]2([CH3:29])[CH2:13][C@H:14]([OH:28])[C@:15]3([F:27])[C@:25]4([CH3:26])[C:19](=[CH:20][C:21]([CH:23]=[CH:24]4)=[O:22])[CH2:18][CH2:17][C@H:16]3[C@@H:11]2[CH2:10][C@@H:9]1[CH3:30])=[O:6].[C:35]([NH:42][C@H:43]([C:47]([OH:49])=[O:48])[CH:44]([CH3:46])[CH3:45])([O:37][C:38]([CH3:41])([CH3:40])[CH3:39])=[O:36].C(OCC)(=O)C.CCCCCC>CN(C)C1C=CN=CC=1.ClCCl.O1CCOCC1>[OH:28][C@H:14]1[CH2:13][C@@:12]2([CH3:29])[C@@H:11]([CH2:10][C@H:9]([CH3:30])[C@:8]2([O:7][C:5](=[O:6])[CH2:4][CH2:3][CH2:2][CH3:1])[C:31](=[O:32])[CH:33]([O:49][C:47](=[O:48])[C@@H:43]([NH:42][C:35]([O:37][C:38]([CH3:39])([CH3:41])[CH3:40])=[O:36])[CH:44]([CH3:45])[CH3:46])[OH:34])[C@H:16]2[C@@:15]1([F:27])[C@:25]1([CH3:26])[C:19]([CH2:18][CH2:17]2)=[CH:20][C:21](=[O:22])[CH:23]=[CH:24]1 |f:2.3,5.6|. Reported procedure: 21 mmol of betamethasone-17-valerate is reacted with 25 mmol of Boc-valine (Boc-Val-OH), 2.5 mmol of 4-dimethylaminopyridine and 27 mmol of dicyclohexylcarbodiimidazole in dichloromethane/dioxane 1:1 analogously to Example 1. Chromatography (1. ethyl acetate/hexane 2:1 and 2. ethyl acetate/hexane 1:1) yields 10.1 g (73%) of pure (2S)-2-((1,1-dimethylethoxycarbonyl)-amino)-3-methyl-butyric acid [11β,21-dihydroxy-3,20-dioxo-9-fluoro-16β-methyl-17-valeroyloxy-pregna -1,4-dien-21-yl] ester as foam. Reactants: COc1ccc(N)cc1, Cc1nc(Cl)c2ccccc2n1. Yields the product COc1ccc(Nc2nc(C)nc3ccccc23)cc1. Reaction SMILES: [CH3:13][O:14][c:15]1[cH:16][cH:17][c:18]([NH2:21])[cH:19][cH:20]1.[Cl:1][c:2]1[n:3][c:4]([CH3:12])[n:5][c:6]2[cH:7][cH:8][cH:9][cH:10][c:11]12>>[c:2]1([NH:21][c:18]2[cH:17][cH:16][c:15]([O:14][CH3:13])[cH:20][cH:19]2)[n:3][c:4]([CH3:12])[n:5][c:6]2[cH:7][cH:8][cH:9][cH:10][c:11]12. Reaction conditions: temperature 120 celsius, time 12 hour. As a reaction SMILES: [NH2:1][C:2]1[N:3]=[C:4](S(C)(=O)=O)[S:5][C:6]=1[C:7]#[N:8].[C:13]([NH:20][CH2:21][CH2:22][NH2:23])([O:15][C:16]([CH3:19])([CH3:18])[CH3:17])=[O:14].C(N(CC)C(C)C)(C)C>CS(C)=O.C(OCC)(=O)C.O>[NH2:1][C:2]1[N:3]=[C:4]([NH:23][CH2:22][CH2:21][NH:20][C:13](=[O:14])[O:15][C:16]([CH3:18])([CH3:17])[CH3:19])[S:5][C:6]=1[C:7]#[N:8]. Procedure details: 3.25 g (16 mmol) of 4-amino-2-(methylsulfonyl)-1,3-thiazole-5-carbonitrile (Example 6A) were dissolved in 50 ml of DMSO, and 3.8 g (24 mmol) of N-Boc-ethylenediamine and 2.8 ml (16 mmol) of N,N-diisopropylethylamine were added. The mixture was stirred at 120° C. for 12 h. The reaction mixture was taken up in a mixture of ethyl acetate and water. The organic phase was washed with saturated aqueous sodium chloride solution, dried over magnesium sulfate and concentrated on a rotary evaporator. The ... Yields the product NC=1N=C(SC1C#N)NCCNC(OC(C)(C)C)=O (tert-Butyl {2-[(4-amino-5-cyano-1,3-thiazol-2-yl)amino]ethyl}carbamate). Run in C(C)(=O)OCC (ethyl acetate), O (water), CS(=O)C (DMSO). The reactants are C(=O)(OC(C)(C)C)NCCN (N-Boc-ethylenediamine), C(C)(C)N(C(C)C)CC (N,N-diisopropylethylamine), NC=1N=C(SC1C#N)S(=O)(=O)C (4-Amino-2-(methylsulfonyl)-1,3-thiazole-5-carbonitrile). The reactants are C=CC(=O)OC, COC(=O)C=Cc1ccc2c(c1)C(=O)CC1(CCN(C(=O)OC(C)(C)C)CC1)O2, O=C1CC2(CCN(c3ccccc3)CC2)Oc2ccc(Br)cc21. The product is COC(=O)C=Cc1ccc2c(c1)C(=O)CC1(CCN(c3ccccc3)CC1)O2. Reaction SMILES: [C:24]([CH:25]=[CH2:26])(=[O:27])[O:28][CH3:29].[CH3:30][O:31][C:32](=[O:33])[CH:34]=[CH:35][c:36]1[cH:37][c:38]2[c:39]([cH:40][cH:41]1)[O:42][C:43]1([CH2:44][CH2:45][N:46]([C:47]([O:48][C:49]([CH3:50])([CH3:51])[CH3:52])=[O:53])[CH2:54][CH2:55]1)[CH2:56][C:57]2=[O:58].[c:1]1([N:7]2[CH2:8][CH2:9][C:10]3([O:11][c:12]4[cH:13][cH:14][c:15]([Br:21])[cH:16][c:17]4[C:18](=[O:20])[CH2:19]3)[CH2:22][CH2:23]2)[cH:2][cH:3][cH:4][cH:5][cH:6]1>>[c:1]1([N:7]2[CH2:8][CH2:9][C:10]3([O:11][c:12]4[cH:13][cH:14][c:15]([CH:26]=[CH:25][C:24](=[O:27])[O:28][CH3:29])[cH:16][c:17]4[C:18](=[O:20])[CH2:19]3)[CH2:22][CH2:23]2)[cH:2][cH:3][cH:4][cH:5][cH:6]1. Reactants: [Cl-].[Na+] (sodium chloride), [Cl-].[NH4+] (ammonium chloride), [N-]=[N+]=[N-].[Na+] (sodium azide), C(C)C1=NC2=C(N1CC1=CC=C(C=C1)C1=C(C=CC=C1)C#N)C=C(C=C2C)C2=NC1=C(N2C)C=CC(=C1)F (4'-[(2-ethyl-4-methyl-6-(1-methyl-5-fluoro-benzimidazol-2-yl)-benzimidazol-1-yl)-methyl]-2-cyano-biphenyl), [Cl-].[NH4+] (ammonium chloride), [N-]=[N+]=[N-].[Na+] (sodium azide). Solvent: CN(C=O)C (dimethylformamide). The product is C(C)C1=NC2=C(N1CC1=CC=C(C=C1)C1=C(C=CC=C1)C1=NN=NN1)C=C(C=C2C)C2=NC1=C(N2C)C=CC(=C1)F (4'-[(2-Ethyl-4-methyl-6-(1-methyl-5-fluoro-benzimidazol-2-yl)-benzimidazol-1-yl)-methyl]-2-(1H-tetrazol-5-yl)-biphenyl). As a reaction SMILES: [CH2:1]([C:3]1[N:7]([CH2:8][C:9]2[CH:14]=[CH:13][C:12]([C:15]3[CH:20]=[CH:19][CH:18]=[CH:17][C:16]=3[C:21]#[N:22])=[CH:11][CH:10]=2)[C:6]2[CH:23]=[C:24]([C:28]3[N:32]([CH3:33])[C:31]4[CH:34]=[CH:35][C:36]([F:38])=[CH:37][C:30]=4[N:29]=3)[CH:25]=[C:26]([CH3:27])[C:5]=2[N:4]=1)[CH3:2].[Cl-].[NH4+].[N-:41]=[N+:42]=[N-:43].[Na+].[Cl-].[Na+]>CN(C)C=O>[CH2:1]([C:3]1[N:7]([CH2:8][C:9]2[CH:14]=[CH:13][C:12]([C:15]3[CH:20]=[CH:19][CH:18]=[CH:17][C:16]=3[C:21]3[NH:43][N:42]=[N:41][N:22]=3)=[CH:11][CH:10]=2)[C:6]2[CH:23]=[C:24]([C:28]3[N:32]([CH3:33])[C:31]4[CH:34]=[CH:35][C:36]([F:38])=[CH:37][C:30]=4[N:29]=3)[CH:25]=[C:26]([CH3:27])[C:5]=2[N:4]=1)[CH3:2] |f:1.2,3.4,5.6|. Procedure: A solution of 1.9 g (3.8 mMol) of 4'-[(2-ethyl-4-methyl-6-(1-methyl-5-fluoro-benzimidazol-2-yl)-benzimidazol-1-yl)-methyl]-2-cyano-biphenyl, 4.1 g (76 mMol) of ammonium chloride and 4.9 g (76 mMol) of sodium azide in 30 ml of dimethylformamide is heated to 140° C. for 15 hours, then a further 2.0 g of ammonium chloride and 2.4 g of sodium azide are added and the mixture is heated for another 4 hours to 140° C. Then the solution is stirred into about 80 ml of saturated sodium chloride solution, t... Reactants: C(C=C)SC1CC(N1C(C(=S)OCC1=CC=C(C=C1)[N+](=O)[O-])=C(C(C(C)(C)C)=O)SC1=CC=C(C=C1)C)=O (4-nitrobenzyl 2-(4-allylthioazetidin-2-on-1-yl)-3-(4-methylthiophenoxy)-3-trimethylacetylthiopropenate), ClCl (chlorine). The solvent is ClCCl (dichloromethane), C(Cl)(Cl)(Cl)Cl (carbon tetrachloride). The product is ClC1CC(N1C(C(=S)OCC1=CC=C(C=C1)[N+](=O)[O-])=C(C(C(C)(C)C)=O)SC1=CC=C(C=C1)C)=O (4-Nitrobenzyl 2-(4-chloroazetidin-2-on-1-yl)-3-(4-methylthiophenoxy)-3-trimethylacetylthiopropenate). The yield is 69.5%. RXN SMILES: C(S[CH:5]1[N:8]([C:9](=[C:23]([S:30][C:31]2[CH:36]=[CH:35][C:34]([CH3:37])=[CH:33][CH:32]=2)[C:24](=[O:29])[C:25]([CH3:28])([CH3:27])[CH3:26])[C:10]([O:12][CH2:13][C:14]2[CH:19]=[CH:18][C:17]([N+:20]([O-:22])=[O:21])=[CH:16][CH:15]=2)=[S:11])[C:7](=[O:38])[CH2:6]1)C=C.[Cl:39]Cl>ClCCl.C(Cl)(Cl)(Cl)Cl>[Cl:39][CH:5]1[N:8]([C:9](=[C:23]([S:30][C:31]2[CH:36]=[CH:35][C:34]([CH3:37])=[CH:33][CH:32]=2)[C:24](=[O:29])[C:25]([CH3:28])([CH3:27])[CH3:26])[C:10]([O:12][CH2:13][C:14]2[CH:19]=[CH:18][C:17]([N+:20]([O-:22])=[O:21])=[CH:16][CH:15]=2)=[S:11])[C:7](=[O:38])[CH2:6]1. Procedure: To a solution of 2.28 g of 4-nitrobenzyl 2-(4-allylthioazetidin-2-on-1-yl)-3-(4-methylthiophenoxy)-3-trimethylacetylthiopropenate in dichloromethane at -20° , was added solution of 7.6 mmol of chlorine in carbon tetrachloride. After 30 minutes the mixture was warmed to room temperature, evaporated in vacuo, and the residual oil was chromatographed over silica gel. Elution with hexane-ethyl acetate mixtures afforded 1.48 g of the title compound as a yellow foam (69% of the theoretical yield). Starting materials: N1(CCCCC1)[C@H]1C[C@H](C1)C=1SC2=C(N1)C=CC(=C2)N (Cis-2-(3-Piperidin-1-yl-cyclobutyl)-benzothiazole-6-ylamine), BrC=1C=NC=NC1 (5-bromopyrimidine), C1(=CC=CC=C1)P(C1=C(C2=CC=CC=C2C=C1)C1=C(C=CC2=CC=CC=C12)P(C1=CC=CC=C1)C1=CC=CC=C1)C1=CC=CC=C1 (racemic-2,2′-bis(diphenylphosphino)-1,1′-binaphthyl), CC(C)([O-])C.[Na+] (sodium tert-butoxide). Reagents/catalysts: C=1C=CC(=CC1)/C=C/C(=O)/C=C/C2=CC=CC=C2.C=1C=CC(=CC1)/C=C/C(=O)/C=C/C2=CC=CC=C2.C=1C=CC(=CC1)/C=C/C(=O)/C=C/C2=CC=CC=C2.[Pd].[Pd] (tris(dibenzylideneacetone)dipalladium). Solvent: O (water), C1(=CC=CC=C1)C (Toluene). Run at temperature 145 celsius, time 2 hour. Yields the product N1(CCCCC1)C1CC(C1)C=1SC2=C(N1)C=CC(=C2)NC=2C=NC=NC2 (Racemic-[2-(3-Piperidin-1-yl-cyclobutyl)-benzothiazole-6-yl]-pyrimidin-5-yl-amine). Reaction SMILES: [N:1]1([C@@H:7]2[CH2:10][C@H:9]([C:11]3[S:12][C:13]4[CH:19]=[C:18]([NH2:20])[CH:17]=[CH:16][C:14]=4[N:15]=3)[CH2:8]2)[CH2:6][CH2:5][CH2:4][CH2:3][CH2:2]1.Br[C:22]1[CH:23]=[N:24][CH:25]=[N:26][CH:27]=1.C1(P(C2C=CC=CC=2)C2C=CC3C(=CC=CC=3)C=2C2C3C(=CC=CC=3)C=CC=2P(C2C=CC=CC=2)C2C=CC=CC=2)C=CC=CC=1.CC(C)([O-])C.[Na+]>O.C1C=CC(/C=C/C(/C=C/C2C=CC=CC=2)=O)=CC=1.C1C=CC(/C=C/C(/C=C/C2C=CC=CC=2)=O)=CC=1.C1C=CC(/C=C/C(/C=C/C2C=CC=CC=2)=O)=CC=1.[Pd].[Pd].C1(C)C=CC=CC=1>[N:1]1([CH:7]2[CH2:10][CH:9]([C:11]3[S:12][C:13]4[CH:19]=[C:18]([NH:20][C:22]5[CH:23]=[N:24][CH:25]=[N:26][CH:27]=5)[CH:17]=[CH:16][C:14]=4[N:15]=3)[CH2:8]2)[CH2:6][CH2:5][CH2:4][CH2:3][CH2:2]1 |f:3.4,6.7.8.9.10|. Procedure details: The product of Example 101A (cis-2-(3-piperidin-1-yl-cyclobutyl)-benzothiazole-6-ylamine) (50 mg, 0.174 mmole), 5-bromopyrimidine (42 mg, 0.264 mmole), tris(dibenzylideneacetone)dipalladium (0) (6.5 mg, 0.007 mmole), racemic-2,2′-bis(diphenylphosphino)-1,1′-binaphthyl (BINAP, 8.7 mg, 0.014 mmole) and sodium tert-butoxide (23 mg, 0.242 mmole) were charged in a tube and sealed. The tube was placed on high vacuum for 2 hours and refilled with nitrogen. Toluene (2 mL) was added and the reaction vess...